Task: describe an organic reaction: reactants, conditions, products, and yield. Dataset: the Open Reaction Database (ORD), a public repository of structured organic reaction records Starting materials: C(C)OC=1C=C(\C=N\C2=CC=C(C#N)C=C2)C=CC1OC(C)C ((E)-4-(3-ethoxy-4-isopropoxybenzylideneamino)benzonitrile), [Si](C)(C)(C(C)(C)C)OC=1C(=C(C=O)C=C(C1)CC)F (3-(tert-butyldimethylsilyloxy)-5-ethyl-2-fluorobenzaldehyde), NC1=CC=C(C#N)C=C1 (4-aminobenzonitrile). Product: [Si](C)(C)(C(C)(C)C)OC=1C(=C(\C=N\C2=CC=C(C#N)C=C2)C=C(C1)CC)F ((E)-4-(3-(tert-butyldimethylsilyloxy)-5-ethyl-2-fluorobenzylideneamino)benzonitrile). RXN SMILES: C(OC1C=C(C=CC=1OC(C)C)/C=[N:8]/[C:9]1[CH:16]=[CH:15][C:12]([C:13]#[N:14])=[CH:11][CH:10]=1)C.[Si:24]([O:31][C:32]1[C:33]([F:42])=[C:34]([CH:37]=[C:38]([CH2:40][CH3:41])[CH:39]=1)[CH:35]=O)([C:27]([CH3:30])([CH3:29])[CH3:28])([CH3:26])[CH3:25].NC1C=CC(C#N)=CC=1>>[Si:24]([O:31][C:32]1[C:33]([F:42])=[C:34]([CH:37]=[C:38]([CH2:40][CH3:41])[CH:39]=1)/[CH:35]=[N:8]/[C:9]1[CH:16]=[CH:15][C:12]([C:13]#[N:14])=[CH:11][CH:10]=1)([C:27]([CH3:30])([CH3:29])[CH3:28])([CH3:26])[CH3:25]. Procedure: According to the procedure for Intermediate 1.1, Intermediate 188.3 (3.72 g, 13.17 mmol) and 4-aminobenzonitrile (1.56 g, 13.17 mmol) afforded 5.10 g of Intermediate 188.4 as an orange oil. The reactants are [BH4-], O=Cc1cc2cc(OCc3ccccc3)c(F)cc2nc1I, CO, [Na+]. Yields the product OCc1cc2cc(OCc3ccccc3)c(F)cc2nc1I. Reaction SMILES: [BH4-:23].[CH2:1]([c:2]1[cH:3][cH:4][cH:5][cH:6][cH:7]1)[O:8][c:9]1[cH:10][c:11]2[cH:12][c:13]([CH:21]=[O:22])[c:14]([I:20])[n:15][c:16]2[cH:17][c:18]1[F:19].[CH3:25][OH:26].[Na+:24]>>[CH2:1]([c:2]1[cH:3][cH:4][cH:5][cH:6][cH:7]1)[O:8][c:9]1[cH:10][c:11]2[cH:12][c:13]([CH2:21][OH:22])[c:14]([I:20])[n:15][c:16]2[cH:17][c:18]1[F:19].